This data is from the Open Reaction Database (ORD), a public repository of structured organic reaction records. The task is: describe an organic reaction: reactants, conditions, products, and yield The reactants are C1CCNCC1, CC(=O)O, O=Cc1ccccc1, CC(C)(C)OC(=O)CC(=O)c1cc2ccccc2cc1O, c1ccccc1. Product: CC(C)(C)OC(=O)C(=Cc1ccccc1)C(=O)c1cc2ccccc2cc1O. As a reaction SMILES: [CH2:30]1[CH2:31][CH2:32][NH:33][CH2:34][CH2:35]1.[CH3:36][C:37](=[O:38])[OH:39].[CH:22](=[O:23])[c:24]1[cH:25][cH:26][cH:27][cH:28][cH:29]1.[OH:1][c:2]1[c:3]([C:12]([CH2:13][C:14](=[O:15])[O:16][C:17]([CH3:18])([CH3:19])[CH3:20])=[O:21])[cH:4][c:5]2[cH:6][cH:7][cH:8][cH:9][c:10]2[cH:11]1.[cH:40]1[cH:41][cH:42][cH:43][cH:44][cH:45]1>>[OH:1][c:2]1[c:3]([C:12]([C:13]([C:14](=[O:15])[O:16][C:17]([CH3:18])([CH3:19])[CH3:20])=[CH:22][c:24]2[cH:25][cH:26][cH:27][cH:28][cH:29]2)=[O:21])[cH:4][c:5]2[cH:6][cH:7][cH:8][cH:9][c:10]2[cH:11]1. Reactants: C1CCOC1, ClCCl, CC1C(=O)NCCc2c1[nH]c1cc(F)ccc21. The product is CC1CNCCc2c1[nH]c1cc(F)ccc21. Reaction SMILES: [CH2:21]1[O:22][CH2:23][CH2:24][CH2:25]1.[Cl:18][CH2:19][Cl:20].[F:1][c:2]1[cH:3][cH:4][c:5]2[c:6]3[c:7]([nH:8][c:9]2[cH:10]1)[CH:11]([CH3:17])[C:12](=[O:16])[NH:13][CH2:14][CH2:15]3>>[F:1][c:2]1[cH:3][cH:4][c:5]2[c:6]3[c:7]([nH:8][c:9]2[cH:10]1)[CH:11]([CH3:17])[CH2:12][NH:13][CH2:14][CH2:15]3. Reactants: F.FC1=NC(=NC(=N1)Cl)Cl (hydrogen fluoride 2-fluoro-4,6-dichloro-s-triazine), N1=C(Cl)N=C(Cl)N=C1Cl (cyanuric chloride), FC1=NC(=NC(=N1)F)Cl (2,4-difluoro-6-chloro-s-triazine), FC1=NC(=NC(=N1)Cl)Cl (2-fluoro-4,6-dichloro-s-triazine). The product is N1=C(F)N=C(F)N=C1F (cyanuric fluoride). As a reaction SMILES: F.[F:2]C1N=C(Cl)N=C(Cl)N=1.[F:11][C:12]1[N:17]=[C:16]([F:18])[N:15]=[C:14](Cl)[N:13]=1.FC1N=C(Cl)N=C(Cl)N=1.N1C(Cl)=NC(Cl)=NC=1Cl>>[N:13]1[C:14]([F:2])=[N:15][C:16]([F:18])=[N:17][C:12]=1[F:11] |f:0.1|. Reported procedure: If 2,4-difluoro-6-chloro-s-triazine or 2-fluoro-4,6-dichloro-s-triazine is used in place of cyanuric chloride as the starting material, very good yields of pure cyanuric fluoride are possible even with molar ratios of hydrogen fluoride/cyanuric halide which are lower than those mentioned above. For example, when 2,4-difluoro-6-chloro-s-triazine is used the reaction is advantageously carried out with a molar ratio of hydrogen fluoride/2,4-difluoro-6-chloro-s-triazine of 1:1 to 4:1, preferably abo...